Dataset: the Open Reaction Database (ORD), a public repository of structured organic reaction records. Task: describe an organic reaction: reactants, conditions, products, and yield The reactants are CCOC(=O)C(Cc1ccc(OCCn2c(C(F)(F)F)nc3ccccc32)cc1)OCC, CCO, [Na+], [OH-], O. The product is CCOC(Cc1ccc(OCCn2c(C(F)(F)F)nc3ccccc32)cc1)C(=O)O. Reaction SMILES: [CH2:1]([CH3:2])[O:3][CH:4]([C:5](=[O:6])[O:7][CH2:8][CH3:9])[CH2:10][c:11]1[cH:12][cH:13][c:14]([O:17][CH2:18][CH2:19][n:20]2[c:21]([C:29]([F:30])([F:31])[F:32])[n:22][c:23]3[c:24]2[cH:25][cH:26][cH:27][cH:28]3)[cH:15][cH:16]1.[CH3:35][CH2:36][OH:37].[Na+:34].[OH-:33].[OH2:38]>>[CH2:1]([CH3:2])[O:3][CH:4]([C:5](=[O:6])[OH:7])[CH2:10][c:11]1[cH:12][cH:13][c:14]([O:17][CH2:18][CH2:19][n:20]2[c:21]([C:29]([F:30])([F:31])[F:32])[n:22][c:23]3[c:24]2[cH:25][cH:26][cH:27][cH:28]3)[cH:15][cH:16]1. Reactants: C(CN(CC(=O)O)CC(=O)O)N(CC(=O)O)CC(=O)O (ethylenediaminetetraacetic acid), C(C(CO)(CO)N)O (tris(hydroxymethyl)aminomethane). Product: C(CN(CC(=O)O)CC(=O)O)N(CC(=O)O)CC(=O)O.C(C(CO)(CO)N)O (EDTA Tris). Reaction SMILES: [CH2:1]([N:12]([CH2:17][C:18]([OH:20])=[O:19])[CH2:13][C:14]([OH:16])=[O:15])[CH2:2][N:3]([CH2:8][C:9]([OH:11])=[O:10])[CH2:4][C:5]([OH:7])=[O:6].[CH2:21]([OH:28])[C:22]([NH2:27])([CH2:25][OH:26])[CH2:23][OH:24]>>[CH2:2]([N:3]([CH2:8][C:9]([OH:11])=[O:10])[CH2:4][C:5]([OH:7])=[O:6])[CH2:1][N:12]([CH2:17][C:18]([OH:20])=[O:19])[CH2:13][C:14]([OH:16])=[O:15].[CH2:21]([OH:28])[C:22]([NH2:27])([CH2:25][OH:26])[CH2:23][OH:24] |f:2.3|. Reported procedure: mixing ethylenediaminetetraacetic acid (EDTA) USP with tris(hydroxymethyl)aminomethane (Tris) USP to provide an EDTA-Tris USP mixture; The reactants are O (water), C1(=CC(=CC=C1)CCOC(=O)C1=CC2=C(OCO2)C(=C1)OCCC=1C=C(C=CC1)C)C (7-(2-m-tolyl-ethoxy)-benzo[1,3]dioxole-5-carboxylic acid 2-m-tolyl-ethyl ester), [OH-].[Na+] (sodium hydroxide), C1CCOC1 (THF). Run in CO (methanol). Conditions: temperature 50 celsius, time 20 hour. Yields the product C1(=CC(=CC=C1)CCOC1=CC(=CC2=C1OCO2)C(=O)O)C (7-(2-m-Tolyl-ethoxy)-benzo[1,3]dioxole-5-carboxylic acid). The yield is 96.0%. Reaction SMILES: C1(C)C=CC=C(CC[O:9][C:10]([C:12]2[CH:20]=[C:19]([O:21][CH2:22][CH2:23][C:24]3[CH:25]=[C:26]([CH3:30])[CH:27]=[CH:28][CH:29]=3)[C:15]3[O:16][CH2:17][O:18][C:14]=3[CH:13]=2)=[O:11])C=1.[OH-].[Na+].C1COCC1.O>CO>[C:26]1([CH3:30])[CH:27]=[CH:28][CH:29]=[C:24]([CH2:23][CH2:22][O:21][C:19]2[C:15]3[O:16][CH2:17][O:18][C:14]=3[CH:13]=[C:12]([C:10]([OH:11])=[O:9])[CH:20]=2)[CH:25]=1 |f:1.2|. Reported procedure: 4.5 g of 7-(2-m-tolyl-ethoxy)-benzo[1,3]dioxole-5-carboxylic acid 2-m-tolyl-ethyl ester and 650 mg of sodium hydroxide were dissolved in 50 ml of methanol, 50 ml of THF and 5 ml of water. The mixture was kept at room temperature for 20 h, then stirred at 50° C. for 5 h and evaporated. The residue was dissolved in 300 ml of a 0.1 M aqueous solution of sodium hydroxide and washed three times with 50 ml each of diisopropyl ether. The pH was adjusted to 2 with sodium hydrogensulfate and the mixture ... Starting materials: COC(C=CC=CCSC1=CC=CC=C1)=O (6-phenylsulfanyl-hexa-2,4-dienoic acid methyl ester), I(=O)(=O)(=O)[O-].[Na+] (sodium metaperiodate). Solvent: CO (methanol), O (water), C(C)(=O)OCC (ethyl acetate). Run at temperature 20 celsius. Product: COC(C=CC=CCS(=O)C1=CC=CC=C1)=O (6-Benzenesulfinyl-hexa-2,4-dienoic acid methyl ester). Isolated yield 81.0%. Reaction SMILES: [CH3:1][O:2][C:3](=[O:16])[CH:4]=[CH:5][CH:6]=[CH:7][CH2:8][S:9][C:10]1[CH:15]=[CH:14][CH:13]=[CH:12][CH:11]=1.I([O-])(=O)(=O)=[O:18].[Na+]>CO.O.C(OCC)(=O)C>[CH3:1][O:2][C:3](=[O:16])[CH:4]=[CH:5][CH:6]=[CH:7][CH2:8][S:9]([C:10]1[CH:15]=[CH:14][CH:13]=[CH:12][CH:11]=1)=[O:18] |f:1.2|. Reported procedure: To a solution of 6-phenylsulfanyl-hexa-2,4-dienoic acid methyl ester (0.336 g, 1.43 mmol) in methanol (17 mL) was added dropwise at 0° C. a solution of sodium metaperiodate (0.37 g, 1.72 mmol) in distilled water (6 mL). The mixture was allowed to warm to 20° C. and then heated at reflux for 5 hours. The solution was concentrated under reduced pressure to give an oil that was dissolved in ethyl acetate (20 mL). The organic layer was washed with saturated aqueous sodium hydrogen carbonate (10 mL),... Reactants: C(C)(C)(C)NS(=O)(=O)C1=CC(=C(C=C1)\C=C\N(C)C)[N+](=O)[O-] (N-tert-butyl-4-((E)-2-dimethylaminovinyl)-3-nitrobenzenesulfonamide). The reagents and catalysts are [Pd] (palladium/carbon). Solvent: O1CCCC1 (tetrahydrofuran), C(C)O (ethanol). Run at time 3.5 hour. Product: C(C)(C)(C)NS(=O)(=O)C1=CC=C2C=CNC2=C1 (N-tert-butyl-1H-indole-6-sulfonamide). Isolated yield 86.9%. Reaction SMILES: [C:1]([NH:5][S:6]([C:9]1[CH:14]=[CH:13][C:12](/[CH:15]=[CH:16]/N(C)C)=[C:11]([N+:20]([O-])=O)[CH:10]=1)(=[O:8])=[O:7])([CH3:4])([CH3:3])[CH3:2]>O1CCCC1.C(O)C.[Pd]>[C:1]([NH:5][S:6]([C:9]1[CH:10]=[C:11]2[C:12]([CH:15]=[CH:16][NH:20]2)=[CH:13][CH:14]=1)(=[O:7])=[O:8])([CH3:2])([CH3:3])[CH3:4]. Procedure details: A suspension of N-tert-butyl-4-((E)-2-dimethylaminovinyl)-3-nitrobenzenesulfonamide (5.41 g, 16.5 mmol) and 7.5% palladium/carbon (500 mg) in tetrahydrofuran (50 ml) and ethanol (50 ml) was stirred at room temperature for 3.5 hr under a hydrogen atmosphere of 3.5 atm. The reaction mixture was filtered through celite and the filtrate was concentrated under reduced pressure. Ethyl acetate was added to the residue, and the mixture was successively washed with 1N hydrochloric acid and saturated brin... The reactants are CC(C)(C#N)c1cccc(C(=O)Nc2ccc(C(F)(F)F)c(Oc3ccc([N+](=O)[O-])cn3)c2)c1, C, CO, [Pd]. Yields the product CC(C)(C#N)c1cccc(C(=O)Nc2ccc(C(F)(F)F)c(Oc3ccc(N)cn3)c2)c1. Reaction SMILES: [C:1](#[N:2])[C:3]([CH3:4])([CH3:5])[c:6]1[cH:7][c:8]([C:9](=[O:10])[NH:11][c:12]2[cH:13][c:14]([O:22][c:23]3[n:24][cH:25][c:26]([N+:29]([O-:30])=[O:31])[cH:27][cH:28]3)[c:15]([C:18]([F:19])([F:20])[F:21])[cH:16][cH:17]2)[cH:32][cH:33][cH:34]1.[C:37].[CH3:35][OH:36].[Pd:38]>>[C:1](#[N:2])[C:3]([CH3:4])([CH3:5])[c:6]1[cH:7][c:8]([C:9](=[O:10])[NH:11][c:12]2[cH:13][c:14]([O:22][c:23]3[n:24][cH:25][c:26]([NH2:29])[cH:27][cH:28]3)[c:15]([C:18]([F:19])([F:20])[F:21])[cH:16][cH:17]2)[cH:32][cH:33][cH:34]1. Reactants: Cc1cc(C)c(Br)c(C)c1, Cc1ccccc1B(O)O, COc1ccc(S(=O)(=O)[O-])c(OC)c1-c1ccccc1P(C1CCCCC1)C1CCCCC1, [K+], [K+], [Na+], O=C([O-])[O-], CC(=O)[O-], CC(=O)[O-], O, [Pd+2]. Product: Cc1cc(C)c(-c2ccccc2C)c(C)c1. As a reaction SMILES: [Br:1][c:2]1[c:3]([CH3:10])[cH:4][c:5]([CH3:9])[cH:6][c:7]1[CH3:8].[CH3:11][c:12]1[c:13]([B:18]([OH:19])[OH:20])[cH:14][cH:15][cH:16][cH:17]1.[CH:21]1([P:22]([CH:23]2[CH2:24][CH2:25][CH2:26][CH2:27][CH2:28]2)[c:29]2[cH:30][cH:31][cH:32][cH:33][c:34]2-[c:35]2[c:36]([O:37][CH3:38])[cH:39][cH:40][c:41]([S:42]([O-:43])(=[O:44])=[O:45])[c:46]2[O:47][CH3:48])[CH2:49][CH2:50][CH2:51][CH2:52][CH2:53]1.[K+:55].[K+:56].[Na+:54].[O-:57][C:58]([O-:59])=[O:60].[O-:62][C:63]([CH3:64])=[O:65].[O-:66][C:67]([CH3:68])=[O:69].[OH2:70].[Pd+2:61]>>[c:2]1(-[c:13]2[c:12]([CH3:11])[cH:17][cH:16][cH:15][cH:14]2)[c:3]([CH3:10])[cH:4][c:5]([CH3:9])[cH:6][c:7]1[CH3:8]. The product is C(C)OC(CC1=CC=C(C=C1)NCC1=C(C=C(C=C1)SC1=NN=C(N1C)C1=CC=C(C=C1)C(C)(C)C)OCCCCCCC)=O (Ethyl(4-{4-[5-(4-tert-butylphenyl)-4-methyl-4H-[1,2,4]-triazol-3-ylsulfanyl]-2-heptyloxybenzyl amino}phenyl)acetate). As a reaction SMILES: [CH2:1]([O:8][C:9]1[CH:28]=[C:27](I)[CH:26]=[CH:25][C:10]=1[CH2:11][NH:12][C:13]1[CH:18]=[CH:17][C:16]([CH2:19][C:20]([O:22][CH2:23][CH3:24])=[O:21])=[CH:15][CH:14]=1)[CH2:2][CH2:3][CH2:4][CH2:5][CH2:6][CH3:7].[C:30]([C:34]1[CH:39]=[CH:38][C:37]([C:40]2[N:41]([CH3:46])[C:42]([SH:45])=[N:43][N:44]=2)=[CH:36][CH:35]=1)([CH3:33])([CH3:32])[CH3:31].[BH4-]>O1CCCC1.C(O)C>[CH2:23]([O:22][C:20](=[O:21])[CH2:19][C:16]1[CH:17]=[CH:18][C:13]([NH:12][CH2:11][C:10]2[CH:25]=[CH:26][C:27]([S:45][C:42]3[N:41]([CH3:46])[C:40]([C:37]4[CH:38]=[CH:39][C:34]([C:30]([CH3:33])([CH3:32])[CH3:31])=[CH:35][CH:36]=4)=[N:44][N:43]=3)=[CH:28][C:9]=2[O:8][CH2:1][CH2:2][CH2:3][CH2:4][CH2:5][CH2:6][CH3:7])=[CH:14][CH:15]=1)[CH3:24]. Reported procedure: A solution of ethyl [4-(2-heptyloxy-4-iodo benzylamino)phenyl]acetate obtained in Step d (4.11 g, 8.07 mmol) in a mixture of tetrahydrofuran (THF) (18 ml) and ethanol (18 ml) is added dropwise to a mixture of 5-(4-tert-butylphenyl)-4-methyl-4H-[1,2,4]-triazole-3-thiol (2.99 g, 12.1 mmol), bis(bipyridine)nickel (II) bromide (106 mg, 0.2 mmol) (Organometallics, 4, (1985), 657-661) and 9.68 g of borohydride polymer supported on Amberlite® IRA400 resin at 2.5 mmol/g (Aldrich) in 18 ml of a mixture o... The reactants are C(CCCCCC)OC1=C(CNC2=CC=C(C=C2)CC(=O)OCC)C=CC(=C1)I (Ethyl [4-(2-heptyloxy-4-iodobenzylamino)phenyl]acetate), C(C)(C)(C)C1=CC=C(C=C1)C=1N(C(=NN1)S)C (5-(4-tert-butylphenyl)-4-methyl-4H-[1,2,4]-triazole-3-thiol), bis(bipyridine)nickel (II) bromide, [BH4-] (borohydride). The solvent is O1CCCC1 (tetrahydrofuran), C(C)O (ethanol), C(C)O (ethanol), O1CCCC1 (THF), mixture. The reactants are Cl.O1CCOCC1 (hydrochloric acid dioxane), CO (methanol), C1(=C(C=CC=C1)NC(OC1CCN(CC1)CCN(C)C(CCCCCN(C)CC1=CC=C(C=C1)C(CCCN(C)C(=O)OC(C)(C)C)=O)=O)=O)C1=CC=CC=C1 (1-{2-[{6-[(4-{4-[(tert-Butoxycarbonyl)(methyl)amino]butanoyl}benzyl)(methyl)amino]hexanoyl}(methyl)amino]ethyl}piperidin-4-yl biphenyl-2-ylcarbamate). Run in O1CCOCC1 (1,4-dioxane). Run at time 5.5 hour. Product: Cl.Cl.Cl.C1(=C(C=CC=C1)NC(OC1CCN(CC1)CCN(C(CCCCCN(CC1=CC=C(C=C1)C(CCCNC)=O)C)=O)C)=O)C1=CC=CC=C1 (1-(2-{methyl[6-(methyl{-4-[4-(methylamino)butanoyl]benzyl}amino)hexanoyl]amino}ethyl)piperidin-4-yl biphenyl-2-ylcarbamate trihydrochloride). RXN SMILES: [C:1]1([C:51]2[CH:56]=[CH:55][CH:54]=[CH:53][CH:52]=2)[CH:6]=[CH:5][CH:4]=[CH:3][C:2]=1[NH:7][C:8](=[O:50])[O:9][CH:10]1[CH2:15][CH2:14][N:13]([CH2:16][CH2:17][N:18]([C:20](=[O:49])[CH2:21][CH2:22][CH2:23][CH2:24][CH2:25][N:26]([CH2:28][C:29]2[CH:34]=[CH:33][C:32]([C:35](=[O:48])[CH2:36][CH2:37][CH2:38][N:39](C(OC(C)(C)C)=O)[CH3:40])=[CH:31][CH:30]=2)[CH3:27])[CH3:19])[CH2:12][CH2:11]1.[ClH:57].O1CCOCC1.CO>O1CCOCC1>[ClH:57].[ClH:57].[ClH:57].[C:1]1([C:51]2[CH:56]=[CH:55][CH:54]=[CH:53][CH:52]=2)[CH:6]=[CH:5][CH:4]=[CH:3][C:2]=1[NH:7][C:8](=[O:50])[O:9][CH:10]1[CH2:15][CH2:14][N:13]([CH2:16][CH2:17][N:18]([CH3:19])[C:20](=[O:49])[CH2:21][CH2:22][CH2:23][CH2:24][CH2:25][N:26]([CH3:27])[CH2:28][C:29]2[CH:34]=[CH:33][C:32]([C:35](=[O:48])[CH2:36][CH2:37][CH2:38][NH:39][CH3:40])=[CH:31][CH:30]=2)[CH2:12][CH2:11]1 |f:1.2,5.6.7.8|. Reported procedure: The compound (460 mg, 0.598 mmol) obtained in Example 78b was dissolved in 1,4-dioxane (6 mL), a 4 N hydrochloric acid-dioxane solution (1.49 mL, 5.98 mmol) and methanol (1 mL) were added under ice cooling, and the mixture was stirred at room temperature for 5.5 hours. After the reaction was completed, the solvent was evaporated under reduced pressure to give crude 1-(2-{methyl[6-(methyl{-4-[4-(methylamino)butanoyl]benzyl}amino)hexanoyl]amino}ethyl)piperidin-4-yl biphenyl-2-ylcarbamate trihydroc... Starting materials: C(C1=CC=CC=C1)N1CCC(CC1)CC(CC1=CC=CC=C1)O (1-benzyl-4-(3-phenyl-2-hydroxypropyl)piperidine), C1(=CC=CC=C1)[C@@H](C(=O)O)C ((S)-2-phenylpropionic acid), Cl.CN(CCCN=C=NCC)C (1-[3-(dimethylamino)propyl]-3-ethylcarbodiimide hydrochloride). Reagents/catalysts: CN(C1=CC=NC=C1)C (4-(dimethylamino)pyridine). Solvent: C(Cl)Cl (CH2Cl2), C(Cl)Cl (CH2Cl2). Conditions: time 5 hour. The product is 1a, C(C1=CC=CC=C1)N1CCC(CC1)CC(CC1=CC=CC=C1)OC([C@@H](C)C1=CC=CC=C1)=O (1-Benzyl-4-(3-phenyl-2-((S)-2-phenylpropionyl)oxypropyl)piperidine). Reaction SMILES: [CH2:1]([N:8]1[CH2:13][CH2:12][CH:11]([CH2:14][CH:15]([OH:23])[CH2:16][C:17]2[CH:22]=[CH:21][CH:20]=[CH:19][CH:18]=2)[CH2:10][CH2:9]1)[C:2]1[CH:7]=[CH:6][CH:5]=[CH:4][CH:3]=1.[C:24]1([C@H:30]([CH3:34])[C:31](O)=[O:32])[CH:29]=[CH:28][CH:27]=[CH:26][CH:25]=1.Cl.CN(C)CCCN=C=NCC>C(Cl)Cl.CN(C)C1C=CN=CC=1>[CH2:1]([N:8]1[CH2:13][CH2:12][CH:11]([CH2:14][CH:15]([O:23][C:31](=[O:32])[C@H:30]([C:24]2[CH:29]=[CH:28][CH:27]=[CH:26][CH:25]=2)[CH3:34])[CH2:16][C:17]2[CH:18]=[CH:19][CH:20]=[CH:21][CH:22]=2)[CH2:10][CH2:9]1)[C:2]1[CH:3]=[CH:4][CH:5]=[CH:6][CH:7]=1 |f:2.3|. Reported procedure: To a solution of 1 g (3.23 mmol) of 1-benzyl-4-(3-phenyl-2-hydroxypropyl)piperidine (Example 228, Step 2) and 0.775 g (5.16 mmol) of (S)-2-phenylpropionic acid in 10 mL of CH2Cl2 at 0° C. was added 1.32 g (6.9 mmol) of 1-[3-(dimethylamino)propyl]-3-ethylcarbodiimide hydrochloride and 0.1 g of 4-(dimethylamino)pyridine. The reaction was stirred for 5 h and let warm to rt. To the reaction mixture was added 80 mL of CH2Cl2 and the mixture was washed three times with 10% NaOH solution. The organic l...